This data is from the Open Reaction Database (ORD), a public repository of structured organic reaction records. The task is: describe an organic reaction: reactants, conditions, products, and yield The reactants are C(C)OC(=O)C1=C(CCC1)N1C(NC2=C1C=CC=C2)=O (2-(2-oxo-2,3-dihydro-benzimidazol-1-yl)-cyclopent-1-enecarboxylic acid ethyl ester), C([O-])([O-])=O.[K+].[K+] (potassium carbonate), CN(C)C=O (DMF), O (water), [I-].[NH4+].N1C=CC2=CC=CC=C12 (indole ammonium iodide). Run at temperature 100 celsius. The product is CN1C=C(C2=C(C=CC=C12)C)CN1C(N(C2=C1C=CC=C2)C2=C(CCC2)C(=O)O)=O (2-{3-[(1,4-dimethyl-1H-indol-3-yl)methyl]-2-oxo-2,3-dihydro-1H-benzimidazol-1-yl}cyclopent-1-ene-1-carboxylic acid). Yield: 76.0%. Reaction SMILES: C([O:3][C:4]([C:6]1[CH2:10][CH2:9][CH2:8][C:7]=1[N:11]1[C:15]2[CH:16]=[CH:17][CH:18]=[CH:19][C:14]=2[NH:13][C:12]1=[O:20])=[O:5])C.[C:21](=O)([O-])[O-].[K+].[K+].[I-].[NH4+].N1[C:37]2[C:32](=[CH:33][CH:34]=[CH:35][CH:36]=2)[CH:31]=C1.O.[CH3:39][N:40]([CH:42]=O)[CH3:41]>>[CH3:39][N:40]1[C:41]2[C:37](=[C:36]([CH3:21])[CH:35]=[CH:34][CH:33]=2)[C:32]([CH2:31][N:13]2[C:14]3[CH:19]=[CH:18][CH:17]=[CH:16][C:15]=3[N:11]([C:7]3[CH2:8][CH2:9][CH2:10][C:6]=3[C:4]([OH:3])=[O:5])[C:12]2=[O:20])=[CH:42]1 |f:1.2.3,4.5.6|. Reported procedure: To a solution of 100 mg (0.37 mmol) of 2-(2-oxo-2,3-dihydro-benzimidazol-1-yl)-cyclopent-1-enecarboxylic acid ethyl ester in 5 mL of DMF was added 101 mg (0.73 mmol, 2.0 eq.) of potassium carbonate followed by 190 mg (0.55 mmol, 1.5 eq.) indole ammonium iodide at room temperature under nitrogen atmosphere. The resulting suspension was heated to 100° C. for 4 hours. The solution was cooled and stirred at RT over night. The reaction was poured into water and extracted with EtOAc (3×). The combined... Isolated yield 100.0%. Reactants: BrC1=CC2=C(C=C1)C1(C(N(C3=CC=CC=C13)C(C1=CC=CC=C1)C1=CC=CC=C1)=O)CO2 (6-bromo-1′-(diphenylmethyl)spiro[1-benzofuran-3,3′-indol]-2′(1′H)-one), [C-]#N.[Na+] (sodium cyanide), CN1C(CCC1)=O (1-methyl-2-pyrrolidinone). The reagents and catalysts are O.O.O.O.O.O.[Ni](Cl)Cl (nickel chloride hexahydrate). Product: C1(=CC=CC=C1)C(N1C(C2(C3=CC=CC=C13)COC1=C2C=CC(=C1)C#N)=O)C1=CC=CC=C1 (1′-(diphenylmethyl)-2′-oxo-1′,2′-dihydrospiro[1-benzofuran-3,3′-indole]-6-carbonitrile). As a reaction SMILES: Br[C:2]1[CH:7]=[CH:6][C:5]2[C:8]3([CH2:31][O:32][C:4]=2[CH:3]=1)[C:16]1[C:11](=[CH:12][CH:13]=[CH:14][CH:15]=1)[N:10]([CH:17]([C:24]1[CH:29]=[CH:28][CH:27]=[CH:26][CH:25]=1)[C:18]1[CH:23]=[CH:22][CH:21]=[CH:20][CH:19]=1)[C:9]3=[O:30].[C-]#N.[Na+].[CH3:36][N:37]1CCCC1=O>C(OCC)(=O)C.O.O.O.O.O.O.[Ni](Cl)Cl>[C:18]1([CH:17]([C:24]2[CH:29]=[CH:28][CH:27]=[CH:26][CH:25]=2)[N:10]2[C:11]3[C:16](=[CH:15][CH:14]=[CH:13][CH:12]=3)[C:8]3([C:5]4[CH:6]=[CH:7][C:2]([C:36]#[N:37])=[CH:3][C:4]=4[O:32][CH2:31]3)[C:9]2=[O:30])[CH:23]=[CH:22][CH:21]=[CH:20][CH:19]=1 |f:1.2,5.6.7.8.9.10.11|. Procedure: A 10 mL microwave reaction vessel was charged with 6-bromo-1′-(diphenylmethyl)spiro[1-benzofuran-3,3′-indol]-2′(1′H)-one (0.51 g, 1.1 mmol), nickel chloride hexahydrate (0.25 g, 1.1 mmol), sodium cyanide (0.10 g, 2.1 mmol) and 1-methyl-2-pyrrolidinone (1 mL). The solution was irradiated at 200° C. for 20 min in a microwave reactor. The solution was allowed to cool to ambient temperature, diluted with ethyl acetate (25 mL) and filtered. The filtrate was washed with brine (3×15 mL), dried over mag... Solvent: C(C)(=O)OCC (ethyl acetate). Reactants: Cc1cc(C#N)cnc1N1CCN(C(=O)c2ccc(Br)nc2)CC1, CC1(C)CNC(=O)O1. Yields the product Cc1cc(C#N)cnc1N1CCN(C(=O)c2ccc(N3CC(C)(C)OC3=O)nc2)CC1. Reaction SMILES: [Br:1][c:2]1[cH:3][cH:4][c:5]([C:8](=[O:9])[N:10]2[CH2:11][CH2:12][N:13]([c:16]3[n:17][cH:18][c:19]([C:20]#[N:21])[cH:22][c:23]3[CH3:24])[CH2:14][CH2:15]2)[cH:6][n:7]1.[CH3:25][C:26]1([CH3:32])[CH2:27][NH:28][C:29](=[O:31])[O:30]1>>[c:2]1([N:28]2[CH2:27][C:26]([CH3:25])([CH3:32])[O:30][C:29]2=[O:31])[cH:3][cH:4][c:5]([C:8](=[O:9])[N:10]2[CH2:11][CH2:12][N:13]([c:16]3[n:17][cH:18][c:19]([C:20]#[N:21])[cH:22][c:23]3[CH3:24])[CH2:14][CH2:15]2)[cH:6][n:7]1. Starting materials: BrC1=C(C(=CC=2NC(=NC21)Cl)Cl)Cl (4-bromo-2,5,6-trichloro-1H-benzimidazole), C/C(=N\[Si](C)(C)C)/O[Si](C)(C)C (N,O-bis(trimethylsilyl)acetamide), C(C)(=O)OC1[C@H](OC(C)=O)[C@H](OC(C)=O)[C@H](O1)C (1,2,3-tri-O-acetyl-5-deoxyribofuranose), C[Si](C)(C)OS(=O)(=O)C(F)(F)F (trimethylsilyltrifluoromethane sulfonate). Solvent: C(C)(=O)OCC (ethyl acetate), C(C)#N (acetonitrile), C(C)#N (acetonitrile). Run at temperature 65 celsius, time 15 minute. Yields the product BrC1=C(C(=CC=2N(C(=NC21)Cl)[C@H]2[C@H](OC(C)=O)[C@H](OC(C)=O)[C@H](O2)C)Cl)Cl (4-Bromo-2,5,6-trichloro-1-(2,3-di-O-acetyl-5-deoxy-beta-D-ribofuranosyl)-1H-benzimidazole). The yield is 55.9%. RXN SMILES: [Br:1][C:2]1[C:10]2[N:9]=[C:8]([Cl:11])[NH:7][C:6]=2[CH:5]=[C:4]([Cl:12])[C:3]=1[Cl:13].C/C(/O[Si](C)(C)C)=N\[Si](C)(C)C.C(O[CH:30]1[O:42][C@H:41]([CH3:43])[C@@H:36]([O:37][C:38](=[O:40])[CH3:39])[C@H:31]1[O:32][C:33](=[O:35])[CH3:34])(=O)C.C[Si](OS(C(F)(F)F)(=O)=O)(C)C>C(#N)C.C(OCC)(=O)C>[Br:1][C:2]1[C:10]2[N:9]=[C:8]([Cl:11])[N:7]([C@@H:30]3[O:42][C@H:41]([CH3:43])[C@@H:36]([O:37][C:38](=[O:40])[CH3:39])[C@H:31]3[O:32][C:33](=[O:35])[CH3:34])[C:6]=2[CH:5]=[C:4]([Cl:12])[C:3]=1[Cl:13]. Procedure: To a suspension of 4-bromo-2,5,6-trichloro-1H-benzimidazole (0.30 g, 1 mmol), in acetonitrile (5 mL) was added N,O-bis(trimethylsilyl)acetamide (0.25 mL, 1 mmol). The resulting mixture was allowed to stir at 65° C. for 15 min., followed by the addition of 1,2,3-tri-O-acetyl-5-deoxyribofuranose (0.31 g, 1.2 mmol) in acetonitrile (5 mL) and trimethylsilyltrifluoromethane sulfonate (0.25 mL, 1.3 mmol). The mixture was allowed to stir at 65° C. for 20 min and was then allowed to cool to RT. The mixt... The solvent is CN(C=O)C (dimethylformamide), CN(C=O)C (dimethylformamide), CN(C=O)C (dimethylformamide). Procedure: The solution of 32.7 g of 2-methyl-5-hydroxy-pyridine in 300 ml of dimethylformamide is added to a suspension of 12.8 g of sodium hydride (57% mineral oil dispersion) in 150 ml of dimethylformamide, with stirring. Then the mixture is heated to 100° and maintained at 100° for 18 hours. After that, the mixture is cooled to room temperature and to the cooled mixture is added a solution of 49.8 g of benzyl chloride in 100 ml of dimethylformamide over a period of 30 minutes. The mixture is then reflu... Reactants: C(C1=CC=CC=C1)Cl (benzyl chloride), CC1=NC=C(C=C1)O (2-methyl-5-hydroxy-pyridine), [H-].[Na+] (sodium hydride). The product is C(C1=CC=CC=C1)OC=1C=CC(=NC1)C (5-benzyloxy-2-methyl-pyridine). RXN SMILES: [CH3:1][C:2]1[CH:7]=[CH:6][C:5]([OH:8])=[CH:4][N:3]=1.[H-].[Na+].[CH2:11](Cl)[C:12]1[CH:17]=[CH:16][CH:15]=[CH:14][CH:13]=1>CN(C)C=O>[CH2:11]([O:8][C:5]1[CH:6]=[CH:7][C:2]([CH3:1])=[N:3][CH:4]=1)[C:12]1[CH:17]=[CH:16][CH:15]=[CH:14][CH:13]=1 |f:1.2|. Starting materials: C(C1=CC=CC=C1)N1CCC(CC1)(C1=CC=CC=C1)CN(C1=NC2=CC(=C(C=C2C(=N1)N)OC)OC)C (N2-(1-Benzyl-4-phenyl-piperidin-4-ylmethyl)-6,7-dimethoxy-N2-methyl-quinazoline-2,4-diamine), C(=O)[O-].[NH4+] (ammonium formate). Reagents/catalysts: [Pd] (Pd-C). The solvent is CO (methanol), O (water). Product: COC=1C=C2C(=NC(=NC2=CC1OC)N(C)CC1(CCNCC1)C1=CC=CC=C1)N (6,7-Dimethoxy-N2-(4-phenyl-piperidin-4-ylmethyl)-N2-methyl-quinazoline-2,4-diamine). The yield is 75.1%. As a reaction SMILES: C([N:8]1[CH2:13][CH2:12][C:11]([CH2:20][N:21]([CH3:37])[C:22]2[N:31]=[C:30]([NH2:32])[C:29]3[C:24](=[CH:25][C:26]([O:35][CH3:36])=[C:27]([O:33][CH3:34])[CH:28]=3)[N:23]=2)([C:14]2[CH:19]=[CH:18][CH:17]=[CH:16][CH:15]=2)[CH2:10][CH2:9]1)C1C=CC=CC=1.C([O-])=O.[NH4+]>CO.O.[Pd]>[CH3:34][O:33][C:27]1[CH:28]=[C:29]2[C:24](=[CH:25][C:26]=1[O:35][CH3:36])[N:23]=[C:22]([N:21]([CH2:20][C:11]1([C:14]3[CH:19]=[CH:18][CH:17]=[CH:16][CH:15]=3)[CH2:10][CH2:9][NH:8][CH2:13][CH2:12]1)[CH3:37])[N:31]=[C:30]2[NH2:32] |f:1.2|. Reported procedure: To a solution of N2-(1-Benzyl-4-phenyl-piperidin-4-ylmethyl)-6,7-dimethoxy-N2-methyl-quinazoline-2,4-diamine 10, (1.3 g) and ammonium formate (2.2 g) in 24 ml methanol and 6 ml water was added 10% Pd-C (250 mg). After stirring under reflux for two hours, the reaction mixture was cooled and filtered through celite®. The filtrate was concentrated to a small volume, made basic with potassium carbonate, and extracted with dichloromethane. The extract was dried over potassium carbonate, filtered, and...